Dataset: the Open Reaction Database (ORD), a public repository of structured organic reaction records. Task: describe an organic reaction: reactants, conditions, products, and yield The reactants are BrC1C(CN(C1)S(=O)(=O)C1=CC=C(C=C1)C)=O (4-bromo-1-[(4-methylphenyl)sulfonyl]pyrrolidin-3-one), C(C)(N)=S (ethanethioamide). Run in C(C)(=O)OCC (ethyl acetate), CN(C=O)C (N,N-dimethylformamide). Reaction conditions: temperature 50 celsius. Yields the product CC=1SC2C(N1)(CN(C2)S(=O)(=O)C2=CC=C(C=C2)C)O (2-Methyl-5-[(4-methylphenyl)sulfonyl]-4,5,6,6a-tetrahydro-3aH-pyrrolo[3,4-d][1,3]thiazol-3a-ol). Reaction SMILES: Br[CH:2]1[CH2:6][N:5]([S:7]([C:10]2[CH:15]=[CH:14][C:13]([CH3:16])=[CH:12][CH:11]=2)(=[O:9])=[O:8])[CH2:4][C:3]1=[O:17].[C:18](=[S:21])([NH2:20])[CH3:19]>CN(C)C=O.C(OCC)(=O)C>[CH3:19][C:18]1[S:21][CH:2]2[CH2:6][N:5]([S:7]([C:10]3[CH:15]=[CH:14][C:13]([CH3:16])=[CH:12][CH:11]=3)(=[O:9])=[O:8])[CH2:4][C:3]2([OH:17])[N:20]=1. Reported procedure: To 4-bromo-1-[(4-methylphenyl)sulfonyl]pyrrolidin-3-one (159 mg) (W.-J Kim, et al., Heterocycles, 1995, 41, 1389-1398) in 2 mL of N,N-dimethylformamide was added ethanethioamide (38 mg) and the reaction mixture heated to 50° C. for 2 h. The mixture was cooled to ambient temperature and diluted with a mixture of ethyl acetate/saturated aqueous sodium bicarbonate solution (1:1, 20 mL). The layers were separated and the aqueous phase extracted with ethyl acetate (3×10 mL). The combined organic phas... Reactants: CC1CC=C(C(C1)(C)C)C=O (4,6,6-Trimethyl-1-cyclohexen-1-carbaldehyde), C(C(C)O)O (1,2-propanediol), O (water). Reagents/catalysts: C1(=CC=C(C=C1)S(=O)(=O)O)C (p-toluenesulfonic acid). The product is CC1OC(OC1)C1=CCC(CC1(C)C)C (4-methyl-2-(4,6,6-trimethyl-1-cyclohexen-1-yl)-1,3-dioxolan). As a reaction SMILES: [CH3:1][CH:2]1[CH2:7][C:6]([CH3:9])([CH3:8])[C:5]([CH:10]=[O:11])=[CH:4][CH2:3]1.[CH2:12]([OH:16])[CH:13](O)[CH3:14].O>C1(C)C=CC=CC=1.C1(C)C=CC(S(O)(=O)=O)=CC=1>[CH3:14][CH:13]1[CH2:12][O:16][CH:10]([C:5]2[C:6]([CH3:8])([CH3:9])[CH2:7][CH:2]([CH3:1])[CH2:3][CH:4]=2)[O:11]1. Solvent: C1(=CC=CC=C1)C (toluene). The yield is 65.1%. Reported procedure: 4,6,6-Trimethyl-1-cyclohexen-1-carbaldehyde (2 g, 13 mmole), 1,2-propanediol (4 g, 53 mmole) and p-toluenesulfonic acid (50 mg) were refluxed in 20 ml of toluene, with water separation in a Dean-Stark apparatus, during 6 h. The resulting solution was washed with a NaHCO3 solution and the crude product distilled at a bath temperature of 80°/0.5 hPa, to obtain 1.78 g of the desired product in the form of a mixture of isomers. Starting materials: Cl (hydrochloric acid), CC=1OC=C(C1C(=O)OCC)C(F)(F)F (Ethyl 2-methyl-4-trifluoromethyl-3-furancarboxylate), [OH-].[Na+] (sodium hydroxide), C(C)O (ethanol). Run in O (water). The product is CC=1OC=C(C1C(=O)O)C(F)(F)F (2-methyl-4-trifluoromethyl-3-furancarboxylic acid). Isolated yield 90.6%. Reaction SMILES: [CH3:1][C:2]1[O:3][CH:4]=[C:5]([C:12]([F:15])([F:14])[F:13])[C:6]=1[C:7]([O:9]CC)=[O:8].C(O)C.[OH-].[Na+].Cl>O>[CH3:1][C:2]1[O:3][CH:4]=[C:5]([C:12]([F:14])([F:13])[F:15])[C:6]=1[C:7]([OH:9])=[O:8] |f:2.3|. Reported procedure: 18 g of the product of Stage B were refluxed for 2 and a half hours in 42 ml of water and 126 ml of ethanol in the presence of 3.55 g of sodium hydroxide. The mixture was allowed to return to room temperature and 2N hydrochloric acid was added to neutrality. The mixture was partially concentrated and 2N sodium hydroxide solution was added. The mixture was extracted with isopropyl ether and the solvent was evaporated to obtain 14.25 g of the expected product melting at 140° C. The reactants are C([O-])([O-])=O.[K+].[K+] (potassium carbonate), BrC1=NC=CC=C1 (2-bromopyridine), FC(C1(OC2=C(N(C1)C1=NC=CC=C1)C=C(C=C2)S(=O)(=O)C2=CC=CC=C2)C(F)F)F (2-(2,2-bis(Difluoromethyl)-6-phenylsulfonyl-3,4-dihydro-2H-1,4-benzoxazine-4-yl)pyridine), FC(C1(OC2=C(NC1)C=C(C=C2)S(=O)(=O)C2=CC=CC=C2)C(F)F)F (2,2-bis(difluoromethyl)-6-phenylsulfonyl-3,4-dihydro-2H-1,4-benzoxazine). The reagents and catalysts are [Cu] (copper bronze). Run in C(C)(=O)OCC (ethyl acetate), O (water), ClCCl (dichloromethane). Conditions: temperature 200 celsius. Yields the product FC(C1(OC2=C(N(C1)C1=[N+](C=CC=C1)[O-])C=C(C=C2)S(=O)(=O)C2=CC=CC=C2)C(F)F)F (2-(2,2-bis(Difluoromethyl)-6-phenylsulfonyl-3,4-dihydro-2H-1,4-benzoxazine-4-yl)pyridine-N-oxide). RXN SMILES: [F:1][CH:2]([F:31])[C:3]1([CH:28]([F:30])[F:29])[CH2:8][N:7]([C:9]2[CH:14]=[CH:13][CH:12]=[CH:11][N:10]=2)[C:6]2[CH:15]=[C:16]([S:19]([C:22]3[CH:27]=[CH:26][CH:25]=[CH:24][CH:23]=3)(=[O:21])=[O:20])[CH:17]=[CH:18][C:5]=2[O:4]1.FC(F)C1(C(F)F)CNC2C=C(S(C3C=CC=CC=3)(=O)=O)C=CC=2[O:35]1.C(=O)([O-])[O-].[K+].[K+].BrC1C=CC=CN=1>[Cu].ClCCl.C(OCC)(=O)C.O>[F:31][CH:2]([F:1])[C:3]1([CH:28]([F:29])[F:30])[CH2:8][N:7]([C:9]2[CH:14]=[CH:13][CH:12]=[CH:11][N+:10]=2[O-:35])[C:6]2[CH:15]=[C:16]([S:19]([C:22]3[CH:27]=[CH:26][CH:25]=[CH:24][CH:23]=3)(=[O:20])=[O:21])[CH:17]=[CH:18][C:5]=2[O:4]1 |f:2.3.4|. Procedure: 2-(2,2-bis(Difluoromethyl)-6-phenylsulfonyl-3,4-dihydro-2H-1,4-benzoxazine-4-yl)pyridine. A mixture of the product of step e. (1 g), potassium carbonate (0.41 g), copper bronze (0125 g,), and 2-bromopyridine (4.3 g) was stirred and heated at 200° C. for 18 hours. The cooled, dark mixture was stirred with water and ethyl acetate:dichloromethane. The mixture was filtered through diatomaceous earth, and the lower organic layer was separated. The organic phase was washed (water), dried, and evaporat... Reactants: ClCC1C(N(OC1C1=CC=CC=C1)C1=C(C=C(C=C1)C(=O)OCC)[N+](=O)[O-])=O (4-chloromethyl-5-phenyl-2-(4-ethoxycarbonyl-2-nitrophenyl)isoxazolin-3-one), O1CCOCC1 (1,4-dioxane), Cl (hydrochloric acid). The solvent is O (water). Product: ClCC1C(N(OC1C1=CC=CC=C1)C1=C(C=C(C=C1)C(=O)O)[N+](=O)[O-])=O (4-chloromethyl-5-phenyl-2-(4-carboxy-2-nitrophenyl)-isoxazolin-3-one). Reaction SMILES: [Cl:1][CH2:2][CH:3]1[CH:7]([C:8]2[CH:13]=[CH:12][CH:11]=[CH:10][CH:9]=2)[O:6][N:5]([C:14]2[CH:19]=[CH:18][C:17]([C:20]([O:22]CC)=[O:21])=[CH:16][C:15]=2[N+:25]([O-:27])=[O:26])[C:4]1=[O:28].O1CCOCC1.Cl>O>[Cl:1][CH2:2][CH:3]1[CH:7]([C:8]2[CH:9]=[CH:10][CH:11]=[CH:12][CH:13]=2)[O:6][N:5]([C:14]2[CH:19]=[CH:18][C:17]([C:20]([OH:22])=[O:21])=[CH:16][C:15]=2[N+:25]([O-:27])=[O:26])[C:4]1=[O:28]. Reported procedure: 270 g (0.67 mols.) of 4-chloromethyl-5-phenyl-2-(4-ethoxycarbonyl-2-nitrophenyl)isoxazolin-3-one was added to 2.5 liters of 1,4-dioxane, and 300 ml of concentrated hydrochloric acid was added thereto, followed by refluxing the mixture for 8 hours under heating. After cooling, water was added to the reaction solution, and the crystals which precipitated were collected by filtration, washed with water, and dried. The reactants are N#Cc1ccc(C=O)cc1, FC(F)(F)c1nnc2ccc(N3CCNCC3)nn12. Product: N#Cc1ccc(CN2CCN(c3ccc4nnc(C(F)(F)F)n4n3)CC2)cc1. As a reaction SMILES: [CH:20](=[O:21])[c:22]1[cH:23][cH:24][c:25]([C:26]#[N:27])[cH:28][cH:29]1.[N:1]1([c:7]2[cH:8][cH:9][c:10]3[n:11]([n:12]2)[c:13]([C:16]([F:17])([F:18])[F:19])[n:14][n:15]3)[CH2:2][CH2:3][NH:4][CH2:5][CH2:6]1>>[N:1]1([c:7]2[cH:8][cH:9][c:10]3[n:11]([n:12]2)[c:13]([C:16]([F:17])([F:18])[F:19])[n:14][n:15]3)[CH2:2][CH2:3][N:4]([CH2:20][c:22]2[cH:23][cH:24][c:25]([C:26]#[N:27])[cH:28][cH:29]2)[CH2:5][CH2:6]1. Starting materials: ClCCl, CC(C)(C)OC(=O)N1CCCC1COc1cc(NC(=O)c2cccnc2NCc2ccc(F)cc2)ccc1C(F)(F)C(F)(F)F, O=C(O)C(F)(F)F. Yields the product O=C(Nc1ccc(C(F)(F)C(F)(F)F)c(OCC2CCCN2)c1)c1cccnc1NCc1ccc(F)cc1. As a reaction SMILES: [Cl:53][CH2:54][Cl:55].[F:1][c:2]1[cH:3][cH:4][c:5]([CH2:6][NH:7][c:8]2[c:9]([C:10](=[O:11])[NH:12][c:13]3[cH:14][c:15]([O:26][CH2:27][CH:28]4[N:29]([C:33]([O:34][C:35]([CH3:36])([CH3:37])[CH3:38])=[O:39])[CH2:30][CH2:31][CH2:32]4)[c:16]([C:19]([C:20]([F:21])([F:22])[F:23])([F:24])[F:25])[cH:17][cH:18]3)[cH:40][cH:41][cH:42][n:43]2)[cH:44][cH:45]1.[F:46][C:47]([F:48])([F:49])[C:50]([OH:51])=[O:52]>>[F:1][c:2]1[cH:3][cH:4][c:5]([CH2:6][NH:7][c:8]2[c:9]([C:10](=[O:11])[NH:12][c:13]3[cH:14][c:15]([O:26][CH2:27][CH:28]4[NH:29][CH2:30][CH2:31][CH2:32]4)[c:16]([C:19]([C:20]([F:21])([F:22])[F:23])([F:24])[F:25])[cH:17][cH:18]3)[cH:40][cH:41][cH:42][n:43]2)[cH:44][cH:45]1. Starting materials: COc1ccc(Br)cc1C=O, CCc1cccs1, [Li]CCCC, [Cl-], [NH4+], C1CCOC1. Product: CCc1ccc(C(O)c2cc(Br)ccc2OC)s1. RXN SMILES: [Br:13][c:14]1[cH:15][cH:16][c:17]([O:22][CH3:23])[c:18]([CH:19]=[O:20])[cH:21]1.[CH2:1]([CH3:2])[c:3]1[s:4][cH:5][cH:6][cH:7]1.[CH2:8]([Li:9])[CH2:10][CH2:11][CH3:12].[Cl-:24].[NH4+:25].[O:26]1[CH2:27][CH2:28][CH2:29][CH2:30]1>>[CH2:1]([CH3:2])[c:3]1[s:4][c:5]([CH:19]([c:18]2[c:17]([O:22][CH3:23])[cH:16][cH:15][c:14]([Br:13])[cH:21]2)[OH:20])[cH:6][cH:7]1.